From a dataset of the Open Reaction Database (ORD), a public repository of structured organic reaction records. describe an organic reaction: reactants, conditions, products, and yield Reactants: C(C)OC(CCCOC1=C(C(=CC=C1)CCCCCCOC1=CC(=CC(=C1)OCC)Br)CCC(=O)OCC)=O (4-[3-[6-(3-bromo-5-ethoxy-phenoxy)-hexyl]-2-(2-ethoxycarbonyl-ethyl)-phenoxy]-butyric acid ethyl ester), O1CCOC2=C1C=CC(=C2)B(O)O (1,4-benzodioxane-6-boronic acid), C([O-])([O-])=O.[Cs+].[Cs+] (cesium carbonate). Reagents/catalysts: C1=CC=C(C=C1)P([C-]2C=CC=C2)C3=CC=CC=C3.C1=CC=C(C=C1)P([C-]2C=CC=C2)C3=CC=CC=C3.Cl[Pd]Cl.[Fe+2] ([1,1′-bis(diphenylphosphino)ferrocene]dichloropalladium(II)). Product: C(C)OC(CCCOC1=C(C(=CC=C1)CCCCCCOC1=CC(=CC(=C1)OCC)C1=CC2=C(OCCO2)C=C1)CCC(=O)OCC)=O (4-[3-{6-[3-(2,3-dihydro-benzo[1,4]dioxin-6-yl)-5-ethoxy-phenoxy]-hexyl}-2-(2-ethoxycarbonyl-ethyl)-phenoxy]-butyric acid ethyl ester). The yield is 22.9%. RXN SMILES: [CH2:1]([O:3][C:4](=[O:39])[CH2:5][CH2:6][CH2:7][O:8][C:9]1[CH:14]=[CH:13][CH:12]=[C:11]([CH2:15][CH2:16][CH2:17][CH2:18][CH2:19][CH2:20][O:21][C:22]2[CH:27]=[C:26]([O:28][CH2:29][CH3:30])[CH:25]=[C:24](Br)[CH:23]=2)[C:10]=1[CH2:32][CH2:33][C:34]([O:36][CH2:37][CH3:38])=[O:35])[CH3:2].[O:40]1[C:45]2[CH:46]=[CH:47][C:48](B(O)O)=[CH:49][C:44]=2[O:43][CH2:42][CH2:41]1.C(=O)([O-])[O-].[Cs+].[Cs+]>C1C=CC(P(C2C=CC=CC=2)[C-]2C=CC=C2)=CC=1.C1C=CC(P(C2C=CC=CC=2)[C-]2C=CC=C2)=CC=1.Cl[Pd]Cl.[Fe+2]>[CH2:1]([O:3][C:4](=[O:39])[CH2:5][CH2:6][CH2:7][O:8][C:9]1[CH:14]=[CH:13][CH:12]=[C:11]([CH2:15][CH2:16][CH2:17][CH2:18][CH2:19][CH2:20][O:21][C:22]2[CH:27]=[C:26]([O:28][CH2:29][CH3:30])[CH:25]=[C:24]([C:48]3[CH:47]=[CH:46][C:45]4[O:40][CH2:41][CH2:42][O:43][C:44]=4[CH:49]=3)[CH:23]=2)[C:10]=1[CH2:32][CH2:33][C:34]([O:36][CH2:37][CH3:38])=[O:35])[CH3:2] |f:2.3.4,5.6.7.8|. Procedure details: A similar procedure as described in Example 44, step 3 was used, starting from 4-[3-[6-(3-bromo-5-ethoxy-phenoxy)-hexyl]-2-(2-ethoxycarbonyl-ethyl)-phenoxy]-butyric acid ethyl ester (305 mg, 0.5 mmol), 1,4-benzodioxane-6-boronic acid (184 mg, 1.0 mmol), [1,1′-bis(diphenylphosphino)ferrocene]dichloropalladium(II) (55 mg, 0.075 mmol), and cesium carbonate (331 mg, 1.0 mmol) to obtain 4-[3-{6-[3-(2,3-dihydro-benzo[1,4]dioxin-6-yl)-5-ethoxy-phenoxy]-hexyl}-2-(2-ethoxycarbonyl-ethyl)-phenoxy]-butyric...